From a dataset of the Open Reaction Database (ORD), a public repository of structured organic reaction records. describe an organic reaction: reactants, conditions, products, and yield The reactants are N(=[N+]=[N-])CC1=C2C=NN(C2=CC=C1)C1OCCCC1 (4-azidomethyl-1-(tetrahydro-2H-pyran-2-yl)-1H-indazole), [H-].[Al+3].[Li+].[H-].[H-].[H-] (lithium aluminum hydride). Solvent: O1CCCC1 (tetrahydrofuran), O1CCCC1 (tetrahydrofuran). Conditions: temperature 0 celsius, time 1 hour. The product is NCC1=C2C=NN(C2=CC=C1)C1OCCCC1 (4-aminomethyl-1-(tetrahydro-2H-pyran-2-yl)-1H-indazole). The yield is 90.8%. RXN SMILES: [H-].[Al+3].[Li+].[H-].[H-].[H-].[N:7]([CH2:10][C:11]1[CH:19]=[CH:18][CH:17]=[C:16]2[C:12]=1[CH:13]=[N:14][N:15]2[CH:20]1[CH2:25][CH2:24][CH2:23][CH2:22][O:21]1)=[N+]=[N-]>O1CCCC1>[NH2:7][CH2:10][C:11]1[CH:19]=[CH:18][CH:17]=[C:16]2[C:12]=1[CH:13]=[N:14][N:15]2[CH:20]1[CH2:25][CH2:24][CH2:23][CH2:22][O:21]1 |f:0.1.2.3.4.5|. Reported procedure: A solution of lithium aluminum hydride in tetrahydrofuran (1.0 M; 0.51 mL, 0.51 mmol) was added dropwise over 12 min to a cooled (0° C.) solution of 4-azidomethyl-1-(tetrahydro-2H-pyran-2-yl)-1H-indazole (130 mg, 0.505 mmol) in dry tetrahydrofuran (1.5 mL). The solution was stirred at ˜0° C. for 1 h and then quenched with 1 M sodium hydroxide (75 μL) over approx. 1 min. The cooling bath was removed and the mixture was stirred for 1 h. The mixture was diluted with ethyl acetate (3 mL), dried (Na2... The reactants are OC=1N=C2N(C(C1/C=C/C(=O)OC(C)(C)C)=O)C=CC(=C2)CCC=2SC=C(N2)C(C)C (tert-Butyl (E)-3-(2-hydroxy-8-[2-(4-isopropyl-1,3-thiazol-2-yl)ethyl]-4-oxo-4H-pyrido[1,2-a]pyrimidin-3-yl)-2-propenoate), CN(C=O)C (dimethylformamide), C(C)(C)N(CC)C(C)C (diisopropylethylamine), ICC1COCC1 (3-(iodomethyl)tetrahydrofuran). Run in [Cl-].[Na+].O (brine), C(C)(=O)OCC (ethyl acetate). Conditions: temperature 80 celsius, time 16 hour. Yields the product C(C)(C)C=1N=C(SC1)CCC1=CC=2N(C(C(=C(N2)OCC2COCC2)/C=C/C(=O)OC(C)(C)C)=O)C=C1 (tert-Butyl (E)-3-{8-[2-(4-isopropyl-1,3-thiazol-2-yl)ethyl]-4-oxo-2-(tetrahydro-3-furanylmethoxy)-4H-pyrido[1,2-a]pyrimidin-3-yl}-2-propenoate). Reaction SMILES: [OH:1][C:2]1[N:3]=[C:4]2[CH:21]=[C:20]([CH2:22][CH2:23][C:24]3[S:25][CH:26]=[C:27]([CH:29]([CH3:31])[CH3:30])[N:28]=3)[CH:19]=[CH:18][N:5]2[C:6](=[O:17])[C:7]=1/[CH:8]=[CH:9]/[C:10]([O:12][C:13]([CH3:16])([CH3:15])[CH3:14])=[O:11].CN(C)C=O.C(N(C(C)C)CC)(C)C.I[CH2:47][CH:48]1[CH2:52][CH2:51][O:50][CH2:49]1>[Cl-].[Na+].O.C(OCC)(=O)C>[CH:29]([C:27]1[N:28]=[C:24]([CH2:23][CH2:22][C:20]2[CH:19]=[CH:18][N:5]3[C:6](=[O:17])[C:7](/[CH:8]=[CH:9]/[C:10]([O:12][C:13]([CH3:15])([CH3:16])[CH3:14])=[O:11])=[C:2]([O:1][CH2:47][CH:48]4[CH2:52][CH2:51][O:50][CH2:49]4)[N:3]=[C:4]3[CH:21]=2)[S:25][CH:26]=1)([CH3:31])[CH3:30] |f:4.5.6|. Reported procedure: tert-Butyl (E)-3-(2-hydroxy-8-[2-(4-isopropyl-1,3-thiazol-2-yl)ethyl]-4-oxo-4H-pyrido[1,2-a]pyrimidin-3-yl)-2-propenoate (17 mg) was added with dimethylformamide (3 ml), diisopropylethylamine (500 ml) and 3-(iodomethyl)tetrahydrofuran (50 ml), and then the mixture was stirred at 80° C. for 16 hours. The reaction mixture was added with ethyl acetate and saturated brine, and the organic layer was further washed twice with saturated brine and dried over magnesium sulfate. After the solvent was evap... Starting materials: CC1=C2C3CCCCC3C(C2=C(C(=C1)C)OC)=O (5,7-dimethyl-8-methoxy-1,2,3,4,4a,9a-hexahydro-9-fluorenone), [BH4-].[Na+] (sodium borohydride). The solvent is CO (methanol), O (water). Yields the product CC1=C2C3CCCCC3C(C2=C(C(=C1)C)OC)O (5,7-dimethyl-8-methoxy-9-hydroxy-1,2,3,4,4a,9a-hexahydrofluorene). The yield is 106.5%. RXN SMILES: [BH4-].[Na+].[CH3:3][C:4]1[CH:16]=[C:15]([CH3:17])[C:14]([O:18][CH3:19])=[C:13]2[C:5]=1[CH:6]1[CH:11]([C:12]2=[O:20])[CH2:10][CH2:9][CH2:8][CH2:7]1>CO.O>[CH3:3][C:4]1[CH:16]=[C:15]([CH3:17])[C:14]([O:18][CH3:19])=[C:13]2[C:5]=1[CH:6]1[CH:11]([CH:12]2[OH:20])[CH2:10][CH2:9][CH2:8][CH2:7]1 |f:0.1|. Procedure details: 6.0 Grams of sodium borohydride was added to a solution prepared by dissolving 15.0 g of 5,7-dimethyl-8-methoxy-1,2,3,4,4a,9a-hexahydro-9-fluorenone in 300 ml of methanol and 50 ml of water and reaction was effected under ice-cooling for 4 hours. The solvent was distilled off and the residue was extracted with dichloromethane and then the extract was washed twice with saturated sodium chloride solution. Then, this was dried with magnesium sulfate and the solvent was distilled off to obtain 16.1 ... Reactants: CC#N, NC(=O)c1cc(-c2ccccc2)cc2c(C3CCN(S(=O)(=O)CCCCl)CC3)n[nH]c12, [I-], [K+], [K+], OCCC1CNCCN1, [Na+], O=C([O-])[O-]. Product: NC(=O)c1cc(-c2ccccc2)cc2c(C3CCN(S(=O)(=O)CCCN4CCNC(CCO)C4)CC3)n[nH]c12. Reaction SMILES: [CH3:49][C:50]#[N:51].[Cl:1][CH2:2][CH2:3][CH2:4][S:5](=[O:6])(=[O:7])[N:8]1[CH2:9][CH2:10][CH:11]([c:14]2[n:15][nH:16][c:17]3[c:18]([C:29](=[O:30])[NH2:31])[cH:19][c:20](-[c:23]4[cH:24][cH:25][cH:26][cH:27][cH:28]4)[cH:21][c:22]23)[CH2:12][CH2:13]1.[I-:48].[K+:32].[K+:33].[NH:38]1[CH:39]([CH2:44][CH2:45][OH:46])[CH2:40][NH:41][CH2:42][CH2:43]1.[Na+:47].[O-:34][C:35]([O-:36])=[O:37]>>[CH2:2]([CH2:3][CH2:4][S:5](=[O:6])(=[O:7])[N:8]1[CH2:9][CH2:10][CH:11]([c:14]2[n:15][nH:16][c:17]3[c:18]([C:29](=[O:30])[NH2:31])[cH:19][c:20](-[c:23]4[cH:24][cH:25][cH:26][cH:27][cH:28]4)[cH:21][c:22]23)[CH2:12][CH2:13]1)[N:41]1[CH2:40][CH:39]([CH2:44][CH2:45][OH:46])[NH:38][CH2:43][CH2:42]1.